Dataset: the Open Reaction Database (ORD), a public repository of structured organic reaction records. Task: describe an organic reaction: reactants, conditions, products, and yield Reactants: NC1=CC=2C3=C(C(NC2C=C1)=O)NC=C3.Cl.C(C)C(=O)O (8-amino-4-oxo-4,5-dihydro-3H-pyrrolo[2,3-c]quinoline 1-ethyl carboxylate hydrochloride), C1=C(C=CC2=CC=CC=C12)S(=O)(=O)Cl (naphthalene-2-sulfonyl chloride). Product: C1=C(C=CC2=CC=CC=C12)S(=O)(=O)NC1=CC=2C3=C(C(NC2C=C1)=O)NC=C3.C(C)C(=O)[O-] (8-(naphthalene-2-sulfonylamino)-4-oxo-4,5-dihydro-3H-pyrrolo[2,3-c]quinoline 1-ethyl carboxylate). The yield is 38.9%. Reaction SMILES: [NH2:1][C:2]1[CH:11]=[CH:10][C:9]2[NH:8][C:7](=[O:12])[C:6]3[NH:13][CH:14]=[CH:15][C:5]=3[C:4]=2[CH:3]=1.Cl.[CH2:17]([C:19]([OH:21])=[O:20])[CH3:18].[CH:22]1[C:31]2[C:26](=[CH:27][CH:28]=[CH:29][CH:30]=2)[CH:25]=[CH:24][C:23]=1[S:32](Cl)(=[O:34])=[O:33]>>[CH:22]1[C:31]2[C:26](=[CH:27][CH:28]=[CH:29][CH:30]=2)[CH:25]=[CH:24][C:23]=1[S:32]([NH:1][C:2]1[CH:11]=[CH:10][C:9]2[NH:8][C:7](=[O:12])[C:6]3[NH:13][CH:14]=[CH:15][C:5]=3[C:4]=2[CH:3]=1)(=[O:33])=[O:34].[CH2:17]([C:19]([O-:21])=[O:20])[CH3:18] |f:0.1.2,4.5|. Procedure details: This compound is prepared according to synthesis 43, from 60 mg (0.20 mmol) of 8-amino-4-oxo-4,5-dihydro-3H-pyrrolo[2,3-c]quinoline-1-ethyl carboxylate hydrochloride (synthesis 64) and 46 mg (0.21 mmol) of naphthalene-2-sulfonyl chloride. After recrystallization from methanol, 36 mg (40%) of 8-(naphthalene-2-sulfonylamino)-4-oxo-4,5-dihydro-3H-pyrrolo[2,3-c]quinoline-1-ethyl carboxylate is obtained in the form of a brown solid. The reactants are C(CCC)C(C(=O)OCC)CC1=CC=C(C=C1)OCCNC(=O)C1=CC=C(C=C1)C1=C(C=CC=C1)O (ethyl 2-butyl-3-[4-[2-(2′-hydroxybiphenyl-4-carbonylamino)ethoxy]phenyl]propionate), [Na] (sodium), product, [OH-].[Na+] (sodium hydroxide). Solvent: ClCCl.CO (dichloromethane methanol). The product is C(CCC)C(C(=O)[O-])CC1=CC=C(C=C1)OCCNC(=O)C1=CC=C(C=C1)C1=C(C=CC=C1)O.[Na+] (Sodium 2-butyl-3-[4-[2-(2′-hydroxybiphenyl-4-carbonylamino)ethoxy]phenyl]propionate). RXN SMILES: [CH2:1]([CH:5]([CH2:11][C:12]1[CH:17]=[CH:16][C:15]([O:18][CH2:19][CH2:20][NH:21][C:22]([C:24]2[CH:29]=[CH:28][C:27]([C:30]3[CH:35]=[CH:34][CH:33]=[CH:32][C:31]=3[OH:36])=[CH:26][CH:25]=2)=[O:23])=[CH:14][CH:13]=1)[C:6]([O:8]CC)=[O:7])[CH2:2][CH2:3][CH3:4].[OH-].[Na+:38].[Na]>ClCCl.CO>[CH2:1]([CH:5]([CH2:11][C:12]1[CH:17]=[CH:16][C:15]([O:18][CH2:19][CH2:20][NH:21][C:22]([C:24]2[CH:29]=[CH:28][C:27]([C:30]3[CH:35]=[CH:34][CH:33]=[CH:32][C:31]=3[OH:36])=[CH:26][CH:25]=2)=[O:23])=[CH:14][CH:13]=1)[C:6]([O-:8])=[O:7])[CH2:2][CH2:3][CH3:4].[Na+:38] |f:1.2,4.5,6.7,^1:38|. Reported procedure: In a similar manner to that described in Example 2, ethyl 2-butyl-3-[4-[2-(2′-hydroxybiphenyl-4-carbonylamino)ethoxy]phenyl]propionate (345 mg), which is the product of Example 44, was reacted with aqueous sodium hydroxide solution (1N, 2.82 ml) and the reaction mixture was treated to afford the crude free acid which was subjected to chromatography on a silica gel thin layer plate using dichloromethane/methanol=10/1 as the eluant. The product was converted to the sodium salt to give the title co... The reactants are C1CCNC1, C1CCOC1, O=C(O)c1ccc2oc(N3CCN(C4CC4)CC3)nc2c1, CCN(C(C)C)C(C)C, O. Product: O=C(c1ccc2oc(N3CCN(C4CC4)CC3)nc2c1)N1CCCC1. RXN SMILES: [CH2:22]1[CH2:23][CH2:24][NH:25][CH2:26]1.[CH2:36]1[O:37][CH2:38][CH2:39][CH2:40]1.[CH:1]1([N:4]2[CH2:5][CH2:6][N:7]([c:10]3[o:11][c:12]4[c:13]([n:14]3)[cH:15][c:16]([C:19](=[O:20])[OH:21])[cH:17][cH:18]4)[CH2:8][CH2:9]2)[CH2:2][CH2:3]1.[CH:27]([N:28]([CH:29]([CH3:30])[CH3:31])[CH2:32][CH3:33])([CH3:34])[CH3:35].[OH2:41]>>[CH:1]1([N:4]2[CH2:5][CH2:6][N:7]([c:10]3[o:11][c:12]4[c:13]([n:14]3)[cH:15][c:16]([C:19](=[O:21])[N:25]3[CH2:24][CH2:23][CH2:22][CH2:26]3)[cH:17][cH:18]4)[CH2:8][CH2:9]2)[CH2:2][CH2:3]1. The reactants are COC=1C=CC2=C(C1)OC(C=1CNCCC12)=O (8-methoxy-1,2,3,4-tetrahydro-chromeno[3,4-c]pyridin-5-one), N1=CC=C(C=C1)C=O (4-pyridinecarboxaldehyde). The product is COC=1C=CC2=C(C1)OC(C=1CN(CCC12)CC1=CC=NC=C1)=O (8-Methoxy-3-pyridin-4-ylmethyl-1,2,3,4-tetrahydro-chromeno[3 4-c]pyridin-5-one). The yield is 53.0%. Reaction SMILES: [CH3:1][O:2][C:3]1[CH:4]=[CH:5][C:6]2[C:16]3[CH2:15][CH2:14][NH:13][CH2:12][C:11]=3[C:10](=[O:17])[O:9][C:7]=2[CH:8]=1.[N:18]1[CH:23]=[CH:22][C:21]([CH:24]=O)=[CH:20][CH:19]=1>>[CH3:1][O:2][C:3]1[CH:4]=[CH:5][C:6]2[C:16]3[CH2:15][CH2:14][N:13]([CH2:24][C:21]4[CH:22]=[CH:23][N:18]=[CH:19][CH:20]=4)[CH2:12][C:11]=3[C:10](=[O:17])[O:9][C:7]=2[CH:8]=1. Procedure details: Prepared by the procedure of Example 3 from 8-methoxy-1,2,3,4-tetrahydro-chromeno[3,4-c]pyridin-5-one and 4-pyridinecarboxaldehyde. Yield 53%; mp 119°-122° C. Reactants: C(C)(C)(C)OC(=O)C=1N(C2=CC=C(C(=C2C1NC(=O)NC1=CSC=C1C(=O)OC)C)C(F)(F)F)C1=CSC=C1 (3-[3-(4-methoxycarbonyl-thiophen-3-yl)-ureido]-1-thiophen-3-yl-methyl-5-trifluoromethyl-1H-indole-2-carboxylic acid tert-butyl ester), solution, C[O-].[Na+] (sodium methoxide), C(C)(=O)OCC (Ethyl acetate). The solvent is CO (methanol). Run at temperature 100 celsius. Yields the product C(C)(C)(C)OC(=O)C=1N(C2=CC=C(C(=C2C1N1C(NC=2C(C1=O)=CSC2)=O)C)C(F)(F)F)C2=CSC=C2 (3-(2,4-dioxo-1,2-dihydro-4H-thieno[3,4-d]pyrimidin-3-yl)-1-thiophen-3-yl-methyl-5-trifluoromethyl-1H-indole-2-carboxylic acid tert-butyl ester). Reaction SMILES: [C:1]([O:5][C:6]([C:8]1[N:9]([C:35]2[CH:39]=[CH:38][S:37][CH:36]=2)[C:10]2[C:15]([C:16]=1[NH:17][C:18]([NH:20][C:21]1[C:25]([C:26]([O:28]C)=O)=[CH:24][S:23][CH:22]=1)=[O:19])=[C:14]([CH3:30])[C:13]([C:31]([F:34])([F:33])[F:32])=[CH:12][CH:11]=2)=[O:7])([CH3:4])([CH3:3])[CH3:2].C[O-].[Na+].C(OCC)(=O)C>CO>[C:1]([O:5][C:6]([C:8]1[N:9]([C:35]2[CH:39]=[CH:38][S:37][CH:36]=2)[C:10]2[C:15]([C:16]=1[N:17]1[C:26](=[O:28])[C:25]3=[CH:24][S:23][CH:22]=[C:21]3[NH:20][C:18]1=[O:19])=[C:14]([CH3:30])[C:13]([C:31]([F:34])([F:32])[F:33])=[CH:12][CH:11]=2)=[O:7])([CH3:4])([CH3:2])[CH3:3] |f:1.2|. Reported procedure: To a solution of 3-[3-(4-methoxycarbonyl-thiophen-3-yl)-ureido]-1-thiophen-3-yl-methyl-5-trifluoromethyl-1H-indole-2-carboxylic acid tert-butyl ester 1H (1.50 g, 2.59 mmol) in anhydrous methanol (10 mL) was added a 0.5 M solution of sodium methoxide (7.8 mL, 3.90 mmol). The reaction mixture was heated in a microwave reactor at 100° C. for 20 minutes. Ethyl acetate (100 mL) was added and the organic layer was washed with 1 N hydrochloric acid and brine. The organic layer was dried over sodium sul... Reactants: BrC1=CC(=C(C(=O)OC)C=C1CN1CCOCC1)O (methyl 4-bromo-2-hydroxy-5-(4-morpholinylmethyl)benzoate), CN1N=CC(=C1)B1OC(C(O1)(C)C)(C)C (1-methyl-4-(4,4,5,5-tetramethyl-1,3,2-dioxaborolan-2-yl)-1H-pyrazole), P(=O)([O-])([O-])[O-].[K+].[K+].[K+] (tripotassium phosphate), C([O-])([O-])=O.[Cs+].[Cs+] (cesium carbonate), FC1=CC=C(CBr)C=C1 (4-fluorobenzyl bromide). Reagents/catalysts: C=1C=CC(=CC1)[P](C=2C=CC=CC2)(C=3C=CC=CC3)[Pd]([P](C=4C=CC=CC4)(C=5C=CC=CC5)C=6C=CC=CC6)([P](C=7C=CC=CC7)(C=8C=CC=CC8)C=9C=CC=CC9)[P](C=1C=CC=CC1)(C=1C=CC=CC1)C=1C=CC=CC1 (Pd(Ph3P)4). Solvent: COCCOC (1,2-dimethoxyethane), C(C)(=O)OCC (ethyl acetate), O (Water). Reaction conditions: temperature 120 celsius. The product is N (NH3), FC1=CC=C(C=C1)COC1=C(C(=O)OC)C=C(C(=C1)C=1C=NN(C1)C)CN1CCOCC1 (Methyl 2-{[(4-fluorophenyl)methyl]oxy}-4-(1-methyl-1H-pyrazol-4-yl)-5-(4-morpholinylmethyl)benzoate). Isolated yield 10.0%. Reaction SMILES: Br[C:2]1[C:11]([CH2:12][N:13]2[CH2:18][CH2:17][O:16][CH2:15][CH2:14]2)=[CH:10][C:5]([C:6]([O:8][CH3:9])=[O:7])=[C:4]([OH:19])[CH:3]=1.[CH3:20][N:21]1[CH:25]=[C:24](B2OC(C)(C)C(C)(C)O2)[CH:23]=[N:22]1.P([O-])([O-])([O-])=O.[K+].[K+].[K+].C(=O)([O-])[O-].[Cs+].[Cs+].[F:49][C:50]1[CH:57]=[CH:56][C:53]([CH2:54]Br)=[CH:52][CH:51]=1>COCCOC.C1C=CC([P]([Pd]([P](C2C=CC=CC=2)(C2C=CC=CC=2)C2C=CC=CC=2)([P](C2C=CC=CC=2)(C2C=CC=CC=2)C2C=CC=CC=2)[P](C2C=CC=CC=2)(C2C=CC=CC=2)C2C=CC=CC=2)(C2C=CC=CC=2)C2C=CC=CC=2)=CC=1.C(OCC)(=O)C.O>[NH3:13].[F:49][C:50]1[CH:57]=[CH:56][C:53]([CH2:54][O:19][C:4]2[CH:3]=[C:2]([C:24]3[CH:23]=[N:22][N:21]([CH3:20])[CH:25]=3)[C:11]([CH2:12][N:13]3[CH2:18][CH2:17][O:16][CH2:15][CH2:14]3)=[CH:10][C:5]=2[C:6]([O:8][CH3:9])=[O:7])=[CH:52][CH:51]=1 |f:2.3.4.5,6.7.8,^1:67,69,88,107|. Procedure details: To a solution of methyl 4-bromo-2-hydroxy-5-(4-morpholinylmethyl)benzoate (may be prepared as described in Description 17; 250 mg, 0.76 mmol) in 1,2-dimethoxyethane (3 ml) was added 1-methyl-4-(4,4,5,5-tetramethyl-1,3,2-dioxaborolan-2-yl)-1H-pyrazole (189 mg, 0.91 mmol), tripotassium phosphate (321 mg, 1.51 mmol), and Pd(Ph3P)4 (52.5 mg, 0.05 mmol). The reaction was heated at 120° C. for one hour, cooled and the solvent removed in vacuo. The residue was redissolved in N,N-dimethylformamide (4 ml... Reactants: NC1=C(C=C(C(=O)OC(C)(C)C)C=C1)CN(CCC1=CC=CC=C1)C(=O)OC(C)(C)C (tert-butyl 4-amino-3-[[N-(tert-butoxycarbonyl)-N-phenethylamino]methyl]benzoate), C(=O)(C(F)(F)F)O (TFA). Solvent: C(Cl)Cl (CH2Cl2). Conditions: time 12 hour. Product: FC(C(=O)O)(F)F.NC1=C(C=C(C(=O)O)C=C1)CNCCC1=CC=CC=C1 (4-amino-3-[N-phenethylaminomethyl]benzoate trifluoroacetate). Reaction SMILES: [NH2:1][C:2]1[CH:14]=[CH:13][C:5]([C:6]([O:8]C(C)(C)C)=[O:7])=[CH:4][C:3]=1[CH2:15][N:16](C(OC(C)(C)C)=O)[CH2:17][CH2:18][C:19]1[CH:24]=[CH:23][CH:22]=[CH:21][CH:20]=1.[C:32]([OH:38])([C:34]([F:37])([F:36])[F:35])=[O:33]>C(Cl)Cl>[F:35][C:34]([F:37])([F:36])[C:32]([OH:38])=[O:33].[NH2:1][C:2]1[CH:14]=[CH:13][C:5]([C:6]([OH:8])=[O:7])=[CH:4][C:3]=1[CH2:15][NH:16][CH2:17][CH2:18][C:19]1[CH:24]=[CH:23][CH:22]=[CH:21][CH:20]=1 |f:3.4|. Reported procedure: To a solution of tert-butyl 4-amino-3-[[N-(tert-butoxycarbonyl)-N-phenethylamino]methyl]benzoate (2.3 g, 5.4 mmole) in CH2Cl2 (100 mL) at RT was added TFA (25 mL). After 12 hr, the reaction solution was concentrated to an oil and the residue dried under high vacuum overnight. The resulting residue was washed with hexanes and diethyl ether to afford the title compound (2.7 g, 5.4 mmole) as an off-white solid: MS (ES) m/e 271 (M+H-2TFA)+.